From a dataset of the Open Reaction Database (ORD), a public repository of structured organic reaction records. describe an organic reaction: reactants, conditions, products, and yield Starting materials: COC1=CC=C(C=C1)NN (4-methoxyphenylhydrazine), C(C#C)(=O)OCC (ethyl propiolate), CC(C)([O-])C.[K+] (potassium tert-butoxide). Solvent: O (water), C(C)(C)(C)O (tert-butanol). Conditions: time 12 hour. Yields the product OC1=NN(C=C1)C1=CC=C(C=C1)OC (3-Hydroxy-1-(4-methoxyphenyl)pyrazole). Yield: 60.3%. Reaction SMILES: [CH3:1][O:2][C:3]1[CH:8]=[CH:7][C:6]([NH:9][NH2:10])=[CH:5][CH:4]=1.[C:11](OCC)(=[O:14])[C:12]#[CH:13].CC(C)([O-])C.[K+]>C(O)(C)(C)C.O>[OH:14][C:11]1[CH:12]=[CH:13][N:9]([C:6]2[CH:7]=[CH:8][C:3]([O:2][CH3:1])=[CH:4][CH:5]=2)[N:10]=1 |f:2.3|. Reported procedure: A solution of 72.7 g of 4-methoxyphenylhydrazine in 700 ml of tert-butanol was treated dropwise at 30° C. with 56.8 g of ethyl propiolate. A total of 118 g of potassium tert-butoxide was then introduced in portions with ice cooling into the mixture thus obtained. After 12 h at 25° C., the solvent was distilled off under reduced pressure and the residue thus obtained was taken up in water. The aqueous solution was washed with dichloromethane and then acidified with conc. acetic acid with cooling ...